Dataset: the Open Reaction Database (ORD), a public repository of structured organic reaction records. Task: describe an organic reaction: reactants, conditions, products, and yield The reactants are BrC(C)C1=C(C(=O)OC)C=CN=C1Cl (methyl 3-(1-bromoethyl)-2-chloroisonicotinate), Cl.CC=1C=C(C=NC1OCC(F)(F)F)CN ((5-methyl-6-(2,2,2-trifluoroethoxy)pyridin-3-yl)methanamine hydrochloride). Product: ClC1=NC=CC2=C1C(N(C2=O)CC=2C=NC(=C(C2)C)OCC(F)(F)F)C (4-chloro-3-methyl-2-((5-methyl-6-(2,2,2-trifluoroethoxy)pyridin-3-yl)methyl)-2,3-dihydro-1H-pyrrolo[3,4-c]pyridin-1-one). The yield is 20.0%. Reaction SMILES: Br[CH:2]([C:4]1[C:13]([Cl:14])=[N:12][CH:11]=[CH:10][C:5]=1[C:6]([O:8]C)=O)[CH3:3].Cl.[CH3:16][C:17]1[CH:18]=[C:19]([CH2:29][NH2:30])[CH:20]=[N:21][C:22]=1[O:23][CH2:24][C:25]([F:28])([F:27])[F:26]>>[Cl:14][C:13]1[C:4]2[CH:2]([CH3:3])[N:30]([CH2:29][C:19]3[CH:20]=[N:21][C:22]([O:23][CH2:24][C:25]([F:28])([F:26])[F:27])=[C:17]([CH3:16])[CH:18]=3)[C:6](=[O:8])[C:5]=2[CH:10]=[CH:11][N:12]=1 |f:1.2|. Procedure: The title compound is prepared in 20% yield (41 mg, pale brown oil) from methyl 3-(1-bromoethyl)-2-chloroisonicotinate (175 mg, 0.53 mmol, Step-1, racemate) and (5-methyl-6-(2,2,2-trifluoroethoxy)pyridin-3-yl)methanamine hydrochloride (146 mg, 0.53 mmol, Amine-3) in a similar manner to Intermediate-2. Reactants: N#Cc1cc(Br)cc(C=O)c1, O=C([O-])[O-], CCS(=O)(=O)N1CCC(c2c[nH]c3c(C(N)=O)cc(B4OC(C)(C)C(C)(C)O4)cc23)CC1, [K+], [K+], C1COCCO1, O, [Pd], c1ccc(P(c2ccccc2)c2ccccc2)cc1, c1ccc(P(c2ccccc2)c2ccccc2)cc1, c1ccc(P(c2ccccc2)c2ccccc2)cc1, c1ccc(P(c2ccccc2)c2ccccc2)cc1. The product is CCS(=O)(=O)N1CCC(c2c[nH]c3c(C(N)=O)cc(-c4cc(C#N)cc(C=O)c4)cc23)CC1. As a reaction SMILES: [Br:33][c:34]1[cH:35][c:36]([C:37]#[N:38])[cH:39][c:40]([CH:42]=[O:43])[cH:41]1.[C:44](=[O:45])([O-:46])[O-:47].[CH2:1]([CH3:2])[S:3](=[O:4])(=[O:5])[N:6]1[CH2:7][CH2:8][CH:9]([c:12]2[cH:13][nH:14][c:15]3[c:16]([C:30](=[O:31])[NH2:32])[cH:17][c:18]([B:21]4[O:22][C:23]([CH3:24])([CH3:25])[C:26]([CH3:27])([CH3:28])[O:29]4)[cH:19][c:20]23)[CH2:10][CH2:11]1.[K+:48].[K+:49].[O:50]1[CH2:51][CH2:52][O:53][CH2:54][CH2:55]1.[OH2:56].[Pd:57].[c:115]1([P:116]([c:117]2[cH:118][cH:119][cH:120][cH:121][cH:122]2)[c:123]2[cH:124][cH:125][cH:126][cH:127][cH:128]2)[cH:129][cH:130][cH:131][cH:132][cH:133]1.[c:58]1([P:59]([c:60]2[cH:61][cH:62][cH:63][cH:64][cH:65]2)[c:66]2[cH:67][cH:68][cH:69][cH:70][cH:71]2)[cH:72][cH:73][cH:74][cH:75][cH:76]1.[c:77]1([P:78]([c:79]2[cH:80][cH:81][cH:82][cH:83][cH:84]2)[c:85]2[cH:86][cH:87][cH:88][cH:89][cH:90]2)[cH:91][cH:92][cH:93][cH:94][cH:95]1.[c:96]1([P:97]([c:98]2[cH:99][cH:100][cH:101][cH:102][cH:103]2)[c:104]2[cH:105][cH:106][cH:107][cH:108][cH:109]2)[cH:110][cH:111][cH:112][cH:113][cH:114]1>>[CH2:1]([CH3:2])[S:3](=[O:4])(=[O:5])[N:6]1[CH2:7][CH2:8][CH:9]([c:12]2[cH:13][nH:14][c:15]3[c:16]([C:30](=[O:31])[NH2:32])[cH:17][c:18](-[c:34]4[cH:35][c:36]([C:37]#[N:38])[cH:39][c:40]([CH:42]=[O:43])[cH:41]4)[cH:19][c:20]23)[CH2:10][CH2:11]1. Procedure: Thus obtained 2-benzylmercapto-7-chloro-5-phenyl-3H-1,4-benzodiazepine (4 parts) is dissolved in 100 parts by volume of a mixture of methanol and tetrahydrofuran (1:1) and 10 parts by volume of hydrazine hydrate is added thereto. After being left standing overnight at room temperature, the reaction mixture is poured into water and extracted with chloroform. The chloroform layer is washed with water and dried over sodium sulfate. Evaporation of the solvent affords 7-chloro-2-hydrazino-5-phenyl-3H... The reactants are C(C1=CC=CC=C1)SC1=NC2=C(C(=NC1)C1=CC=CC=C1)C=C(C=C2)Cl (2-benzylmercapto-7-chloro-5-phenyl-3H-1,4-benzodiazepine), O.NN (hydrazine hydrate), O (water). Solvent: CO (methanol), O1CCCC1 (tetrahydrofuran). Reaction conditions: time 8 hour. Yields the product ClC=1C=CC2=C(C(=NCC(=N2)NN)C2=CC=CC=C2)C1 (7-chloro-2-hydrazino-5-phenyl-3H-1,4-benzodiazepine). RXN SMILES: C(S[C:9]1[CH2:15][N:14]=[C:13]([C:16]2[CH:21]=[CH:20][CH:19]=[CH:18][CH:17]=2)[C:12]2[CH:22]=[C:23]([Cl:26])[CH:24]=[CH:25][C:11]=2[N:10]=1)C1C=CC=CC=1.O.O.[NH2:29][NH2:30]>CO.O1CCCC1>[Cl:26][C:23]1[CH:24]=[CH:25][C:11]2[N:10]=[C:9]([NH:29][NH2:30])[CH2:15][N:14]=[C:13]([C:16]3[CH:21]=[CH:20][CH:19]=[CH:18][CH:17]=3)[C:12]=2[CH:22]=1 |f:2.3|. Reactants: C1CNCCN1, O=c1[nH]sc2c1c(=O)c1cc(F)c(F)cc1n2C1CC1, c1ccncc1. The product is O=c1[nH]sc2c1c(=O)c1cc(F)c(N3CCNCC3)cc1n2C1CC1. As a reaction SMILES: [CH2:21]1[CH2:22][NH:23][CH2:24][CH2:25][NH:26]1.[CH:1]1([n:4]2[c:5]3[c:6]([c:7](=[O:16])[c:8]4[cH:9][c:10]([F:15])[c:11]([F:14])[cH:12][c:13]24)[c:17](=[O:20])[nH:18][s:19]3)[CH2:2][CH2:3]1.[cH:27]1[cH:28][cH:29][n:30][cH:31][cH:32]1>>[CH:1]1([n:4]2[c:5]3[c:6]([c:7](=[O:16])[c:8]4[cH:9][c:10]([F:15])[c:11]([N:23]5[CH2:22][CH2:21][NH:26][CH2:25][CH2:24]5)[cH:12][c:13]24)[c:17](=[O:20])[nH:18][s:19]3)[CH2:2][CH2:3]1. Starting materials: C(C1=CC=CC=C1)OC[C@H]1NS(CC1)(=O)=O ((S)-3-benzyloxymethylisothiazolidine 1,1-dioxide), BrC1=CC(=C(C=C1)C(=O)N1CCN(CC1)C1=NC=C(C=C1C)C1CC1)F ((4-bromo-2-fluorophenyl)[4-(5-cyclopropyl-3-methylpyridin-2-yl)piperazin-1-yl]methanone). Product: C1(CC1)C=1C=C(C(=NC1)N1CCN(CC1)C(=O)C1=C(C=C(C=C1)N1S(CC[C@H]1CO)(=O)=O)F)C ((S)-[4-(5-cyclopropyl-3-methylpyridin-2-yl)piperazin-1-yl][2-fluoro-4-(3-hydroxymethyl-1,1-dioxo-1λ6-isothiazolidin-2-yl)phenyl]methanone). Isolated yield 10.0%. As a reaction SMILES: C([O:8][CH2:9][C@@H:10]1[CH2:14][CH2:13][S:12](=[O:16])(=[O:15])[NH:11]1)C1C=CC=CC=1.Br[C:18]1[CH:23]=[CH:22][C:21]([C:24]([N:26]2[CH2:31][CH2:30][N:29]([C:32]3[C:37]([CH3:38])=[CH:36][C:35]([CH:39]4[CH2:41][CH2:40]4)=[CH:34][N:33]=3)[CH2:28][CH2:27]2)=[O:25])=[C:20]([F:42])[CH:19]=1>>[CH:39]1([C:35]2[CH:36]=[C:37]([CH3:38])[C:32]([N:29]3[CH2:28][CH2:27][N:26]([C:24]([C:21]4[CH:22]=[CH:23][C:18]([N:11]5[C@H:10]([CH2:9][OH:8])[CH2:14][CH2:13][S:12]5(=[O:15])=[O:16])=[CH:19][C:20]=4[F:42])=[O:25])[CH2:31][CH2:30]3)=[N:33][CH:34]=2)[CH2:40][CH2:41]1. Procedure details: Using (S)-3-benzyloxymethylisothiazolidine 1,1-dioxide (241 mg) described in Preparation Example 1 and (4-bromo-2-fluorophenyl)[4-(5-cyclopropyl-3-methylpyridin-2-yl)piperazin-1-yl]methanone (418 mg) described in Preparation Example 121 and by the reaction and treatment in the same manner as in Example 32, the title compound (49 mg) was obtained.